The task is: describe an organic reaction: reactants, conditions, products, and yield. This data is from the Open Reaction Database (ORD), a public repository of structured organic reaction records. Reactants: C(C)(=O)N1C(C(C2=CC=CC=C12)=C(C1=CC=CC=C1)Cl)=O (1-acetyl-3-(1-chloro-1-phenyl-methylidene)-2-indolinone), Cl.COCC=1C=C(N)C=CC1 (3-methoxymethyl-aniline-hydrochloride), [OH-].[Na+] (sodium hydroxide). The solvent is C1CCOC1 (THF), CO (methanol). Product: COCC=1C=C(C=CC1)N\C(\C1=CC=CC=C1)=C\1/C(NC2=CC=CC=C12)=O ((Z)-3-[1-(3-methoxymethyl-phenylamino)-1-phenyl-methylidene]-2-indolinone). Reaction SMILES: C([N:4]1[C:12]2[C:7](=[CH:8][CH:9]=[CH:10][CH:11]=2)[C:6](=[C:13](Cl)[C:14]2[CH:19]=[CH:18][CH:17]=[CH:16][CH:15]=2)[C:5]1=[O:21])(=O)C.Cl.[CH3:23][O:24][CH2:25][C:26]1[CH:27]=[C:28]([CH:30]=[CH:31][CH:32]=1)[NH2:29].[OH-].[Na+]>C1COCC1.CO>[CH3:23][O:24][CH2:25][C:26]1[CH:27]=[C:28]([NH:29]/[C:13](=[C:6]2\[C:5](=[O:21])[NH:4][C:12]3[C:7]\2=[CH:8][CH:9]=[CH:10][CH:11]=3)/[C:14]2[CH:15]=[CH:16][CH:17]=[CH:18][CH:19]=2)[CH:30]=[CH:31][CH:32]=1 |f:1.2,3.4|. Procedure details: Prepared analogously to Example 2 from 1-acetyl-3-(1-chloro-1-phenyl-methylidene)-2-indolinone and 3-methoxymethyl-aniline-hydrochloride in THF and subsequent treatment with sodium hydroxide solution in methanol. Reactants: CCCCCCC(=O)Cl, C1CCOC1, [Li]CCCC, CC(C)C1COC(=O)N1. Product: CCCCCCC(=O)N1C(=O)OCC1C(C)C. As a reaction SMILES: [C:15]([CH2:16][CH2:17][CH2:18][CH2:19][CH2:20][CH3:21])(=[O:22])[Cl:23].[CH2:24]1[O:25][CH2:26][CH2:27][CH2:28]1.[CH3:10][CH2:11][CH2:12][CH2:13][Li:14].[CH:1]([CH3:2])([CH3:3])[CH:4]1[NH:5][C:6](=[O:9])[O:7][CH2:8]1>>[CH:1]([CH3:2])([CH3:3])[CH:4]1[N:5]([C:15]([CH2:16][CH2:17][CH2:18][CH2:19][CH2:20][CH3:21])=[O:22])[C:6](=[O:9])[O:7][CH2:8]1. Run at time 8 hour. Procedure details: [5-(3-Amino-phenyl)-[1,2,4]triazolo[1,5-a]pyridin-2-yl]-[4-(2-pyrrolidin-1-yl-ethoxy)-phenyl]-amine (50 mg, 0.121 mmol) was dissolved in chloroform (3 ml). Phenylisocyanate (0.12 ml, 0.131 mmol) was added and the mixture stirred overnight. The solvent was removed under reduced pressure and the product was purified by preparatory HPLC to give the desired product. RT: 2.78 min, MI: 534, Method: 2. 1H NMR (DMSO, 300 MHz): 1.76 (m, 4H), 2.80 (m, 4H), 2.99 (t, 2H), 3.99 (t, 2H), 6.86 (d, 2H), 6.94 (t... Starting materials: NC=1C=C(C=CC1)C1=CC=CC=2N1N=C(N2)NC2=CC=C(C=C2)OCCN2CCCC2 ([5-(3-Amino-phenyl)-[1,2,4]triazolo[1,5-a]pyridin-2-yl]-[4-(2-pyrrolidin-1-yl-ethoxy)-phenyl]-amine), C1(=CC=CC=C1)N=C=O (Phenylisocyanate). Run in C(Cl)(Cl)Cl (chloroform). Yields the product C1(=CC=CC=C1)NC(=O)NC1=CC(=CC=C1)C1=CC=CC=2N1N=C(N2)NC2=CC=C(C=C2)OCCN2CCCC2 (1-Phenyl-3-(3-{2-[4-(2-pyrrolidin-1-yl-ethoxy)-phenylamino]-[1,2,4]triazolo[1,5-a]pyridin-5-yl}-phenyl)-urea). As a reaction SMILES: [NH2:1][C:2]1[CH:3]=[C:4]([C:8]2[N:13]3[N:14]=[C:15]([NH:17][C:18]4[CH:23]=[CH:22][C:21]([O:24][CH2:25][CH2:26][N:27]5[CH2:31][CH2:30][CH2:29][CH2:28]5)=[CH:20][CH:19]=4)[N:16]=[C:12]3[CH:11]=[CH:10][CH:9]=2)[CH:5]=[CH:6][CH:7]=1.[C:32]1([N:38]=[C:39]=[O:40])[CH:37]=[CH:36][CH:35]=[CH:34][CH:33]=1>C(Cl)(Cl)Cl>[C:32]1([NH:38][C:39]([NH:1][C:2]2[CH:7]=[CH:6][CH:5]=[C:4]([C:8]3[N:13]4[N:14]=[C:15]([NH:17][C:18]5[CH:23]=[CH:22][C:21]([O:24][CH2:25][CH2:26][N:27]6[CH2:28][CH2:29][CH2:30][CH2:31]6)=[CH:20][CH:19]=5)[N:16]=[C:12]4[CH:11]=[CH:10][CH:9]=3)[CH:3]=2)=[O:40])[CH:37]=[CH:36][CH:35]=[CH:34][CH:33]=1. The reactants are C(=O)(O)C1=CC=CC2=C1OC(=C2C)C (7-carboxy-2,3-dimethylbenzo[b]furan). Solvent: O1CCCC1 (tetrahydrofuran). Conditions: time 40 hour. Yields the product CC1=C(C2=C(O1)C(=CC=C2)CO)C (2,3-dimethyl-7-hydroxymethylbenzo[b]furan). Yield: 86.9%. RXN SMILES: [C:1]([C:4]1[C:9]2[O:10][C:11]([CH3:14])=[C:12]([CH3:13])[C:8]=2[CH:7]=[CH:6][CH:5]=1)(O)=[O:2]>O1CCCC1>[CH3:14][C:11]1[O:10][C:9]2[C:4]([CH2:1][OH:2])=[CH:5][CH:6]=[CH:7][C:8]=2[C:12]=1[CH3:13]. Procedure: A mixture of 7-carboxy-2,3-dimethylbenzo[b]furan (400 mg) and borane-dimethyl sulfide complex (0.4 ml) in tetrahydrofuran (6 ml) was stirred at ambient temperature for 40 hours. The mixture was quenched with 1N-hydrochloric acid and extracted with dichloromethane. The extract was washed with brine, dried over sodium sulfate and evaporated in vacuo. The residue was purified by column chromatography on silica gel and the obtained oil was crystallized from n-hexane to give 2,3-dimethyl-7-hydroxymet... Starting materials: C(=O)(C(F)(F)F)O (TFA), CN(C(NC=1C=C(C=NC1)C=1C=C2C(=NN(C2=CC1)C1OCCCC1)C(=O)NC=1C=NC=CC1)=O)C (5-(5-(3,3-dimethylureido)pyridin-3-yl)-N-(pyridin-3-yl)-1-(tetrahydro-2H-pyran-2-yl)-1H-indazole-3-carboxamide), C(C)[SiH](CC)CC (triethylsilane). Solvent: C(Cl)Cl (DCM). Run at time 3 hour. Yields the product CN(C(NC=1C=C(C=NC1)C=1C=C2C(=NNC2=CC1)C(=O)NC=1C=NC=CC1)=O)C (5-(5-(3,3-dimethylureido)pyridin-3-yl)-N-(pyridin-3-yl)-1H-indazole-3-carboxamide). The yield is 33.3%. As a reaction SMILES: C(O)(C(F)(F)F)=O.[CH3:8][N:9]([CH3:43])[C:10](=[O:42])[NH:11][C:12]1[CH:13]=[C:14]([C:18]2[CH:19]=[C:20]3[C:24](=[CH:25][CH:26]=2)[N:23](C2CCCCO2)[N:22]=[C:21]3[C:33]([NH:35][C:36]2[CH:37]=[N:38][CH:39]=[CH:40][CH:41]=2)=[O:34])[CH:15]=[N:16][CH:17]=1.C([SiH](CC)CC)C>C(Cl)Cl>[CH3:8][N:9]([CH3:43])[C:10](=[O:42])[NH:11][C:12]1[CH:13]=[C:14]([C:18]2[CH:19]=[C:20]3[C:24](=[CH:25][CH:26]=2)[NH:23][N:22]=[C:21]3[C:33]([NH:35][C:36]2[CH:37]=[N:38][CH:39]=[CH:40][CH:41]=2)=[O:34])[CH:15]=[N:16][CH:17]=1. Procedure details: TFA (5 mL) was added to a solution of 5-(5-(3,3-dimethylureido)pyridin-3-yl)-N-(pyridin-3-yl)-1-(tetrahydro-2H-pyran-2-yl)-1H-indazole-3-carboxamide (CXXVI) (0.134 g, 0.27 mmol) and triethylsilane (0.110 mL, 0.69 mmol) in DCM (5 mL) and stirred 3 h at room temperature. The solvent was removed under vacuum. The residue was treated with water, sonicated briefly to disperse the solids, basified to pH 9.0 with 5 N NH4OH and sonicated again. The solids were filtered, washed with cold water and purifi... Reactants: CC(=O)OC(C)C, CCCCCCC, CCOC(=O)C(F)(F)F, NC1Cc2ccccc2C1. The product is O=C(NC1Cc2ccccc2C1)C(F)(F)F. RXN SMILES: [C:11]([O:12][CH:13]([CH3:14])[CH3:15])(=[O:16])[CH3:17].[CH3:27][CH2:28][CH2:29][CH2:30][CH2:31][CH2:32][CH3:33].[F:18][C:19]([C:20](=[O:21])[O:22][CH2:23][CH3:24])([F:25])[F:26].[NH2:1][CH:2]1[CH2:3][c:4]2[cH:5][cH:6][cH:7][cH:8][c:9]2[CH2:10]1>>[NH:1]([CH:2]1[CH2:3][c:4]2[cH:5][cH:6][cH:7][cH:8][c:9]2[CH2:10]1)[C:20]([C:19]([F:18])([F:25])[F:26])=[O:21].